From a dataset of the Open Reaction Database (ORD), a public repository of structured organic reaction records. describe an organic reaction: reactants, conditions, products, and yield Product: Cc1c(CC(=O)O)c2cccnc2n1-c1ccc(Cl)cc1. As a reaction SMILES: [CH2:25]1[O:26][CH2:27][CH2:28][CH2:29]1.[CH3:30][OH:31].[CH3:3][O:4][C:5]([CH2:6][c:7]1[c:8]([CH3:23])[n:9](-[c:16]2[cH:17][cH:18][c:19]([Cl:22])[cH:20][cH:21]2)[c:10]2[n:11][cH:12][cH:13][cH:14][c:15]12)=[O:24].[Na+:2].[OH-:1]>>[O:4]=[C:5]([CH2:6][c:7]1[c:8]([CH3:23])[n:9](-[c:16]2[cH:17][cH:18][c:19]([Cl:22])[cH:20][cH:21]2)[c:10]2[n:11][cH:12][cH:13][cH:14][c:15]12)[OH:24]. Starting materials: C1CCOC1, CO, COC(=O)Cc1c(C)n(-c2ccc(Cl)cc2)c2ncccc12, [Na+], [OH-].